describe an organic reaction: reactants, conditions, products, and yield From a dataset of the Open Reaction Database (ORD), a public repository of structured organic reaction records. Starting materials: COC(=O)c1ccc(C(=O)O)cc1, CCN=C=NCCCN(C)C, CN(C)c1ccncc1, CCOC(C)=O, ClCCl, Cl, NS(=O)(=O)c1ccccc1. Product: COC(=O)c1ccc(C(=O)NS(=O)(=O)c2ccccc2)cc1. Reaction SMILES: [CH3:1][O:2][C:3](=[O:4])[c:5]1[cH:6][cH:7][c:8]([C:9](=[O:10])[OH:11])[cH:12][cH:13]1.[CH3:24][CH2:25][N:26]=[C:27]=[N:28][CH2:29][CH2:30][CH2:31][N:32]([CH3:33])[CH3:34].[CH3:39][N:40]([c:41]1[cH:42][cH:43][n:44][cH:45][cH:46]1)[CH3:47].[CH3:48][CH2:49][O:50][C:51](=[O:52])[CH3:53].[Cl:36][CH2:37][Cl:38].[ClH:35].[c:14]1([S:20](=[O:21])(=[O:22])[NH2:23])[cH:15][cH:16][cH:17][cH:18][cH:19]1>>[CH3:1][O:2][C:3](=[O:4])[c:5]1[cH:6][cH:7][c:8]([C:9](=[O:11])[NH:23][S:20]([c:14]2[cH:15][cH:16][cH:17][cH:18][cH:19]2)(=[O:21])=[O:22])[cH:12][cH:13]1.